Dataset: the Open Reaction Database (ORD), a public repository of structured organic reaction records. Task: describe an organic reaction: reactants, conditions, products, and yield The reactants are Intermediate 20, CC1=C(C=C(C=C1)S(=O)(=O)N2CCOCC2)Br (1-(3-bromo-4-methylphenylsulfonyl)morpholine), C(C)(C)(C)OC(COC1=C(C=C(C=C1)Cl)C#C)=O (tert-butyl(4-chloro-2-ethynylphenoxy)acetate), C(C)(C)(C)OC(COC1=C(C=C(C=C1)Cl)C#C)=O (tert-butyl(4-chloro-2-ethynylphenoxy)acetate). Product: C(C)(C)(C)OC(COC1=C(C=C(C=C1)Cl)C#CC1=C(C=CC(=C1)S(=O)(=O)N1CCOCC1)C)=O (tert-butyl(4-chloro-2-{[2-methyl-5-(morpholin-4-ylsulfonyl)phenyl]ethynyl}phenoxy)acetate). Isolated yield 81.0%. As a reaction SMILES: [C:1]([O:5][C:6](=[O:18])[CH2:7][O:8][C:9]1[CH:14]=[CH:13][C:12]([Cl:15])=[CH:11][C:10]=1[C:16]#[CH:17])([CH3:4])([CH3:3])[CH3:2].[CH3:19][C:20]1[CH:25]=[CH:24][C:23]([S:26]([N:29]2[CH2:34][CH2:33][O:32][CH2:31][CH2:30]2)(=[O:28])=[O:27])=[CH:22][C:21]=1Br>>[C:1]([O:5][C:6](=[O:18])[CH2:7][O:8][C:9]1[CH:14]=[CH:13][C:12]([Cl:15])=[CH:11][C:10]=1[C:16]#[C:17][C:21]1[CH:22]=[C:23]([S:26]([N:29]2[CH2:34][CH2:33][O:32][CH2:31][CH2:30]2)(=[O:28])=[O:27])[CH:24]=[CH:25][C:20]=1[CH3:19])([CH3:4])([CH3:3])[CH3:2]. Procedure: Following the general method as outlined in Intermediate 20, starting from (4-chloro-2-ethynyl-phenoxy)-acetic acid tert-butyl ester (Intermediate 3) and 1-(3-bromo-4-methylphenylsulfonyl)morpholine (Combiblocks), the title compound was obtained as a yellow sticky solid in 81% yield after purification by flash column chromatography (silica), eluting with cyclohexane containing increasing amounts of EtOAc. The reactants are CCN(C(C)C)C(C)C, O=C(Cl)C1CC1, ClCCl, Nc1cccc(OCCCOc2ncnc3scc(-c4ccc(F)cc4)c23)c1. Yields the product O=C(Nc1cccc(OCCCOc2ncnc3scc(-c4ccc(F)cc4)c23)c1)C1CC1. RXN SMILES: [CH:29]([N:30]([CH:31]([CH3:32])[CH3:33])[CH2:34][CH3:35])([CH3:36])[CH3:37].[CH:38]1([C:41](=[O:42])[Cl:43])[CH2:39][CH2:40]1.[Cl:44][CH2:45][Cl:46].[F:1][c:2]1[cH:3][cH:4][c:5](-[c:8]2[cH:9][s:10][c:11]3[n:12][cH:13][n:14][c:15]([O:17][CH2:18][CH2:19][CH2:20][O:21][c:22]4[cH:23][c:24]([NH2:25])[cH:26][cH:27][cH:28]4)[c:16]23)[cH:6][cH:7]1>>[F:1][c:2]1[cH:3][cH:4][c:5](-[c:8]2[cH:9][s:10][c:11]3[n:12][cH:13][n:14][c:15]([O:17][CH2:18][CH2:19][CH2:20][O:21][c:22]4[cH:23][c:24]([NH:25][C:41]([CH:38]5[CH2:39][CH2:40]5)=[O:42])[cH:26][cH:27][cH:28]4)[c:16]23)[cH:6][cH:7]1. Reactants: ClC1=C(C(=NC2=CC(=CC(=C12)F)F)N1CCN(CC1)C(=O)OC(C)(C)C)C (tert-butyl 4-(4-chloro-5,7-difluoro-3-methylquinolin-2-yl)piperazine-1-carboxylate), O1CCN(CC1)C=1C=C(C=NC1)N (5-morpholinopyridin-3-amine). Run in C1(=CC=CC=C1)C (toluene). Product: FC1=C2C(=C(C(=NC2=CC(=C1)F)N1CCN(CC1)C(=O)OC(C)(C)C)C)NC=1C=NC=C(C1)N1CCOCC1 (tert-butyl 4-(5,7-difluoro-3-methyl-4-(5-morpholinopyridin-3-ylamino)quinolin-2-yl)piperazine-1-carboxylate). Reaction SMILES: Cl[C:2]1[C:11]2[C:6](=[CH:7][C:8]([F:13])=[CH:9][C:10]=2[F:12])[N:5]=[C:4]([N:14]2[CH2:19][CH2:18][N:17]([C:20]([O:22][C:23]([CH3:26])([CH3:25])[CH3:24])=[O:21])[CH2:16][CH2:15]2)[C:3]=1[CH3:27].[O:28]1[CH2:33][CH2:32][N:31]([C:34]2[CH:35]=[C:36]([NH2:40])[CH:37]=[N:38][CH:39]=2)[CH2:30][CH2:29]1>C1(C)C=CC=CC=1>[F:12][C:10]1[CH:9]=[C:8]([F:13])[CH:7]=[C:6]2[C:11]=1[C:2]([NH:40][C:36]1[CH:37]=[N:38][CH:39]=[C:34]([N:31]3[CH2:32][CH2:33][O:28][CH2:29][CH2:30]3)[CH:35]=1)=[C:3]([CH3:27])[C:4]([N:14]1[CH2:19][CH2:18][N:17]([C:20]([O:22][C:23]([CH3:25])([CH3:24])[CH3:26])=[O:21])[CH2:16][CH2:15]1)=[N:5]2. Reported procedure: Essentially prepared according to Procedure H using tert-butyl 4-(4-chloro-5,7-difluoro-3-methylquinolin-2-yl)piperazine-1-carboxylate (85.0 mg, 0.210 mmol) and 5-morpholinopyridin-3-amine in toluene to give tert-butyl 4-(5,7-difluoro-3-methyl-4-(5-morpholinopyridin-3-ylamino)quinolin-2-yl)piperazine-1-carboxylate. 1H NMR (CDCl3) δ ppm 7.93 (1H, d, J=2.3 Hz), 7.70 (1H, d, J=2.2 Hz), 7.29 (1H, ddd, J=10.0, 2.5, 1.2 Hz), 6.90 (1H, d, J=12.9 Hz), 6.80 (1H, ddd, J=13.8, 8.8, 2.6 Hz), 6.57 (1H, t, J=... The reactants are O=S(=O)(c1cccc(-c2ccc3cnc(O)nn23)c1)N1CCCC1, Nc1ccc2nc(CO)[nH]c2c1. The product is O=S(=O)(c1cccc(-c2ccc3cnc(Nc4ccc5nc(CO)[nH]c5c4)nn23)c1)N1CCCC1. As a reaction SMILES: [N:1]1([S:6](=[O:7])(=[O:8])[c:9]2[cH:10][c:11](-[c:15]3[cH:16][cH:17][c:18]4[cH:19][n:20][c:21]([OH:24])[n:22][n:23]34)[cH:12][cH:13][cH:14]2)[CH2:2][CH2:3][CH2:4][CH2:5]1.[NH2:25][c:26]1[cH:27][cH:28][c:29]2[c:30]([nH:31][c:32]([CH2:34][OH:35])[n:33]2)[cH:36]1>>[N:1]1([S:6](=[O:7])(=[O:8])[c:9]2[cH:10][c:11](-[c:15]3[cH:16][cH:17][c:18]4[cH:19][n:20][c:21]([NH:25][c:26]5[cH:27][cH:28][c:29]6[c:30]([nH:31][c:32]([CH2:34][OH:35])[n:33]6)[cH:36]5)[n:22][n:23]34)[cH:12][cH:13][cH:14]2)[CH2:2][CH2:3][CH2:4][CH2:5]1. The reactants are BrCC=1C=C2C(=NC=NC2=CC1)NC1=CC(=CC=C1)C (6-bromomethyl-4-(3-methylanilino)quinazoline), [Na].SC=1N(C=CN1)C (2-mercapto-1-methylimidazole sodium salt), SC=1N(C=CN1)C (2-mercapto-1-methylimidazole), [O-]CC.[Na+] (sodium ethoxide). The solvent is C(C)O (ethanol). Yields the product CC=1C=C(NC2=NC=NC3=CC=C(C=C23)CSC=2N(C=CN2)C)C=CC1 (4-(3-methylanilino)-6-(N-methylimidazol-2-ylthiomethyl)quinazoline). The yield is 65.0%. RXN SMILES: Br[CH2:2][C:3]1[CH:4]=[C:5]2[C:10](=[CH:11][CH:12]=1)[N:9]=[CH:8][N:7]=[C:6]2[NH:13][C:14]1[CH:19]=[CH:18][CH:17]=[C:16]([CH3:20])[CH:15]=1.[Na].[SH:22][C:23]1[N:24]([CH3:28])[CH:25]=[CH:26][N:27]=1.SC1N(C)C=CN=1.[O-]CC.[Na+]>C(O)C>[CH3:20][C:16]1[CH:15]=[C:14]([CH:19]=[CH:18][CH:17]=1)[NH:13][C:6]1[C:5]2[C:10](=[CH:11][CH:12]=[C:3]([CH2:2][S:22][C:23]3[N:24]([CH3:28])[CH:25]=[CH:26][N:27]=3)[CH:4]=2)[N:9]=[CH:8][N:7]=1 |f:1.2,4.5,^1:20|. Reported procedure: Using an analogous procedure to that described in Example 34, 6-bromomethyl-4-(3-methylanilino)quinazoline was reacted with 2-mercapto-1-methylimidazole sodium salt [prepared by the reaction of 2-mercapto-1-methylimidazole and sodium ethoxide in ethanol] to give 4-(3-methylanilino)-6-(N-methylimidazol-2-ylthiomethyl)quinazoline in 65% yield, m.p. 137°-139° C.; The reactants are Brc1ccc(Br)nc1, [Li]CCCC, ClSC1CC1. Product: Brc1ccc(SC2CC2)nc1. As a reaction SMILES: [Br:6][c:7]1[n:8][cH:9][c:10]([Br:13])[cH:11][cH:12]1.[CH3:1][CH2:2][CH2:3][CH2:4][Li:5].[CH:14]1([S:17][Cl:18])[CH2:15][CH2:16]1>>[c:7]1([S:17][CH:14]2[CH2:15][CH2:16]2)[n:8][cH:9][c:10]([Br:13])[cH:11][cH:12]1.